Task: describe an organic reaction: reactants, conditions, products, and yield. Dataset: the Open Reaction Database (ORD), a public repository of structured organic reaction records The reactants are C1(CCCC1)N(C(NC=1SC(=CN1)SCC(=O)O)=O)[C@@H]1CC[C@H](CC1)OC ({2-[3-cyclopentyl-3-(trans-4-methoxy-cyclohexyl)-ureido]-thiazol-5-ylsulfanyl}-acetic acid), C(C)OC(CSC1=CN=C(S1)N)=O ((2-amino-thiazol-5-ylsulfanyl)-acetic acid ethyl ester), C1(CC=CCC1)N (cyclohex-3-enylamine), C1(CCCCC1)=O (cyclohexanone). The product is C1(CC=CCC1)N(C(NC=1SC(=CN1)SCC(=O)O)=O)C1CCCCC1 ([2-(3-Cyclohex-3-enyl-3-cyclohexyl-ureido)-thiazol-5-ylsulfanyl]-acetic acid). As a reaction SMILES: [CH:1]1([N:6]([C@H:20]2[CH2:25][CH2:24][C@H:23](OC)[CH2:22][CH2:21]2)[C:7](=[O:19])[NH:8][C:9]2[S:10][C:11]([S:14][CH2:15][C:16]([OH:18])=[O:17])=[CH:12][N:13]=2)[CH2:5][CH2:4][CH2:3][CH2:2]1.[CH:28]1(N)CCC=CC1.C1(=O)CCCCC1.C(OC(=O)CSC1SC(N)=NC=1)C>>[CH:1]1([N:6]([CH:20]2[CH2:25][CH2:24][CH2:23][CH2:22][CH2:21]2)[C:7](=[O:19])[NH:8][C:9]2[S:10][C:11]([S:14][CH2:15][C:16]([OH:18])=[O:17])=[CH:12][N:13]=2)[CH2:5][CH2:4][CH:3]=[CH:2][CH2:28]1. Reported procedure: Prepared in accordance with the procedure for the synthesis of {2-[3-cyclopentyl-3-(trans-4-methoxy-cyclohexyl)-ureido]-thiazol-5-ylsulfanyl}-acetic acid using cyclohex-3-enylamine, cyclohexanone and (2-amino-thiazol-5-ylsulfanyl)-acetic acid ethyl ester as starting material. Starting materials: CC=1OC2=C(C=CC=C2C(C1)=O)C=O (2-methyl-4-oxo-4H-chromene-8-carbaldehyde), C(CC(=O)C)(=O)OC1CCC1 (cyclobutyl acetoacetate). Yields the product CC=1OC2=C(C=CC=C2C(C1)=O)C=C(C(=O)OC1CCC1)C(C)=O (Cyclobutyl 2-[(2-methyl-4-oxo-4H-chromen-8-yl)methylene]-3-oxobutanoate). As a reaction SMILES: [CH3:1][C:2]1[O:3][C:4]2[C:9]([C:10](=[O:12])[CH:11]=1)=[CH:8][CH:7]=[CH:6][C:5]=2[CH:13]=O.[C:15]([O:21][CH:22]1[CH2:25][CH2:24][CH2:23]1)(=[O:20])[CH2:16][C:17]([CH3:19])=[O:18]>>[CH3:1][C:2]1[O:3][C:4]2[C:9]([C:10](=[O:12])[CH:11]=1)=[CH:8][CH:7]=[CH:6][C:5]=2[CH:13]=[C:16]([C:17](=[O:18])[CH3:19])[C:15]([O:21][CH:22]1[CH2:23][CH2:24][CH2:25]1)=[O:20]. Reported procedure: The title compound is prepared in analogy to example 25 (stage 25a) starting from 2-methyl-4-oxo-4H-chromene-8-carbaldehyde (2 g, 10.62 mmol) and cyclobutyl acetoacetate (1.66 g, 10.62 mmol). 3.4 g (98% of theory) of the title compound are obtained as an E/Z isomer mixture. The reactants are C1(=CC=CC=C1)C(C[SiH](Cl)Cl)C (3-phenyl-1,1-dichloro-1-silabutane), C=CCCCC (1-hexene). The reagents and catalysts are [H+].[H+].Cl[Pt-2](Cl)(Cl)(Cl)(Cl)Cl (chloroplatinic acid). The solvent is C(C)(C)O (isopropanol). The product is Cl[Si](CC(C)C1=CC=CC=C1)(CCCCCC)Cl (4,4-dichloro-2-phenyl-4-siladecane). Isolated yield 60.6%. Reaction SMILES: [C:1]1([CH:7]([CH3:12])[CH2:8][SiH:9]([Cl:11])[Cl:10])[CH:6]=[CH:5][CH:4]=[CH:3][CH:2]=1.[CH2:13]=[CH:14][CH2:15][CH2:16][CH2:17][CH3:18]>C(O)(C)C.[H+].[H+].Cl[Pt-2](Cl)(Cl)(Cl)(Cl)Cl>[Cl:10][Si:9]([Cl:11])([CH2:13][CH2:14][CH2:15][CH2:16][CH2:17][CH3:18])[CH2:8][CH:7]([C:1]1[CH:6]=[CH:5][CH:4]=[CH:3][CH:2]=1)[CH3:12] |f:3.4.5|. Procedure: in the same apparatus and procedures as EXAMPLE 1, 5.0 g (0.023 mole) of 3-phenyl-1,1-dichloro-1-silabutane, 5.8 g (0.07 mole) of 1-hexene, and 100 μl of 1% chloroplatinic acid in isopropanol were placed and reacted under the dry nitrogen atmosphere. Vacuum distillation of the reaction products gave 4.23 g (bp, 115°-8° C./0.6 mmHg) of 4,4-dichloro-2-phenyl-4-siladecane. Product: Cc1oc(-c2ccccc2)nc1COc1ccc(COc2cncc(CC(=O)O)c2)cc1. Reaction SMILES: [CH3:1][c:2]1[c:3]([CH2:13][O:14][c:15]2[cH:16][cH:17][c:18]([CH2:19][O:20][c:21]3[cH:22][c:23]([CH2:27][C:28]#[N:29])[cH:24][n:25][cH:26]3)[cH:30][cH:31]2)[n:4][c:5](-[c:7]2[cH:8][cH:9][cH:10][cH:11][cH:12]2)[o:6]1.[CH3:41][CH2:42][OH:43].[ClH:39].[Na+:38].[O:32]1[CH2:33][CH2:34][CH2:35][CH2:36]1.[OH-:37].[OH2:40]>>[CH3:1][c:2]1[c:3]([CH2:13][O:14][c:15]2[cH:16][cH:17][c:18]([CH2:19][O:20][c:21]3[cH:22][c:23]([CH2:27][C:28](=[O:37])[OH:40])[cH:24][n:25][cH:26]3)[cH:30][cH:31]2)[n:4][c:5](-[c:7]2[cH:8][cH:9][cH:10][cH:11][cH:12]2)[o:6]1. Starting materials: Cc1oc(-c2ccccc2)nc1COc1ccc(COc2cncc(CC#N)c2)cc1, CCO, Cl, [Na+], C1CCOC1, [OH-], O. Reactants: C(\C=C\C(=O)O)(=O)O (Fumaric acid), N1(CCOCC1)CCN1C(CCC1)C1=CC=C(C=C1)O (4-{1-[2-(4-morpholinyl)ethyl]-2-pyrrolidinyl}phenol), CN=C=O (methyl isocyanate), C([O-])([O-])=O.[K+].[K+] (potassium carbonate). Solvent: C(C)O (ethanol), C(C)(C)OC(C)C (diisopropyl ether), O1CCCC1 (tetrahydrofuran). The product is C(\C=C\C(=O)O)(=O)O.C(\C=C\C(=O)O)(=O)O.CNC(OC1=CC=C(C=C1)C1N(CCC1)CCN1CCOCC1)=O (4-{1-[2-(4-Morpholinyl)ethyl]-2-pyrrolidinyl}phenyl methylcarbamate bis-fumarate). Yield: 57.7%. Reaction SMILES: [N:1]1([CH2:7][CH2:8][N:9]2[CH2:13][CH2:12][CH2:11][CH:10]2[C:14]2[CH:19]=[CH:18][C:17]([OH:20])=[CH:16][CH:15]=2)[CH2:6][CH2:5][O:4][CH2:3][CH2:2]1.[CH3:21][N:22]=[C:23]=[O:24].C(=O)([O-])[O-].[K+].[K+].[C:31]([OH:38])(=[O:37])/[CH:32]=[CH:33]/[C:34]([OH:36])=[O:35]>O1CCCC1.C(O)C.C(OC(C)C)(C)C>[C:31]([OH:38])(=[O:37])/[CH:32]=[CH:33]/[C:34]([OH:36])=[O:35].[C:31]([OH:38])(=[O:37])/[CH:32]=[CH:33]/[C:34]([OH:36])=[O:35].[CH3:21][NH:22][C:23](=[O:24])[O:20][C:17]1[CH:16]=[CH:15][C:14]([CH:10]2[CH2:11][CH2:12][CH2:13][N:9]2[CH2:8][CH2:7][N:1]2[CH2:6][CH2:5][O:4][CH2:3][CH2:2]2)=[CH:19][CH:18]=1 |f:2.3.4,9.10.11|. Procedure: To a solution of 4-{1-[2-(4-morpholinyl)ethyl]-2-pyrrolidinyl}phenol (0.92 g) in dry tetrahydrofuran (50 ml) was added methyl isocyanate (0.22 ml) at ambient temperature, with stirring, over ten mins. Milled potassium carbonate (0.55 g) was added and the reaction mixture was stirred for 2 days and filtered through a pad of celite. The filter cake was washed with ethyl acetate and the combined filtrates concentrated. The residue was purified by flash column chromatography (silica gel, 10% methano...